This data is from the Open Reaction Database (ORD), a public repository of structured organic reaction records. The task is: describe an organic reaction: reactants, conditions, products, and yield Reactants: C(C)OC(=O)C1(CC1)C1=CC=C(C=C1)C1=CC=C(C=C1)C1=C(C(=NO1)C)N (1-[4′-(4-amino-3-methyl-isoxazol-5-yl)-biphenyl-4-yl]-cyclopropanecarboxylic acid ethyl ester), BrC1=NC(=CC=C1)C1=CC=CC=C1 (2-bromo-6-phenyl-pyridine), BrC1=NC(=CC=C1)Br (2,6-dibromo-pyridine). Product: C(C)OC(=O)C1(CC1)C1=CC=C(C=C1)C1=CC=C(C=C1)C1=C(C(=NO1)C)NC1=NC(=CC=C1)Br (1-{4′-[4-(6-Bromo-pyridin-2-ylamino)-3-methyl-isoxazol-5-yl]-biphenyl-4-yl}-cyclopropanecarboxylic acid ethyl ester). Reaction SMILES: [CH2:1]([O:3][C:4]([C:6]1([C:9]2[CH:14]=[CH:13][C:12]([C:15]3[CH:20]=[CH:19][C:18]([C:21]4[O:25][N:24]=[C:23]([CH3:26])[C:22]=4[NH2:27])=[CH:17][CH:16]=3)=[CH:11][CH:10]=2)[CH2:8][CH2:7]1)=[O:5])[CH3:2].[Br:28][C:29]1[CH:34]=[CH:33][CH:32]=[C:31](C2C=CC=CC=2)[N:30]=1.BrC1C=CC=C(Br)N=1>>[CH2:1]([O:3][C:4]([C:6]1([C:9]2[CH:10]=[CH:11][C:12]([C:15]3[CH:20]=[CH:19][C:18]([C:21]4[O:25][N:24]=[C:23]([CH3:26])[C:22]=4[NH:27][C:31]4[CH:32]=[CH:33][CH:34]=[C:29]([Br:28])[N:30]=4)=[CH:17][CH:16]=3)=[CH:13][CH:14]=2)[CH2:8][CH2:7]1)=[O:5])[CH3:2]. Procedure: Prepared according to the procedure described in Example 290, Step 1, using 1-[4′-(4-amino-3-methyl-isoxazol-5-yl)-biphenyl-4-yl]-cyclopropanecarboxylic acid ethyl ester and a mixture of (2-bromo-6-phenyl-pyridine and 2,6-dibromo-pyridine). The products were purified on silica but not separated from one another. The mixture was used in the next step. The product is CN(C1CCCCC1)S(=O)(=O)CCN1Cc2cc(C(=O)c3ccccc3)ccc2N=C1N. RXN SMILES: [CH3:34][CH2:35][OH:36].[CH:1]1([N:7]([S:8](=[O:9])(=[O:10])[CH2:11][CH2:12][NH:13][CH2:14][c:15]2[c:16]([NH2:29])[cH:17][cH:18][c:19]([C:21]([c:22]3[cH:23][cH:24][cH:25][cH:26][cH:27]3)=[O:28])[cH:20]2)[CH3:30])[CH2:2][CH2:3][CH2:4][CH2:5][CH2:6]1.[N:31]#[C:32][Br:33]>>[CH:1]1([N:7]([S:8](=[O:9])(=[O:10])[CH2:11][CH2:12][N:13]2[CH2:14][c:15]3[c:16]([cH:17][cH:18][c:19]([C:21]([c:22]4[cH:23][cH:24][cH:25][cH:26][cH:27]4)=[O:28])[cH:20]3)[N:29]=[C:32]2[NH2:31])[CH3:30])[CH2:2][CH2:3][CH2:4][CH2:5][CH2:6]1. Starting materials: CCO, CN(C1CCCCC1)S(=O)(=O)CCNCc1cc(C(=O)c2ccccc2)ccc1N, N#CBr. Starting materials: N1(C)C(=O)N(C)C=2N=CNC2C1=O (theophylline), C([O-])([O-])=O.[K+].[K+] (potassium carbonate), COC1=CC=C(C(C(C2=CC=CC=C2)=O)Br)C=C1 (p-methoxybenzoylbenzyl bromide), O (water), C(C)(=O)OCC (ethyl acetate). The solvent is CN(C)C=O (DMF). Run at time 14 hour. Yields the product CN1C(=O)N(C=2N=CN(C2C1=O)CC1=CC=C(C=C1)C(C1=CC=C(C=C1)OC)=O)C (1,3-Dimethyl-7-[4-(4-methoxybenzoyl) benzyl]xanthine). Isolated yield 69.0%. Reaction SMILES: [N:1]1(C(=O)[C:11]2[NH:10][CH:9]=[N:8][C:7]=2[N:5]([CH3:6])[C:3]1=[O:4])[CH3:2].C(=O)([O-])[O-:15].[K+].[K+].[CH3:20][O:21][C:22]1[CH:37]=[CH:36][C:25]([CH:26](Br)[C:27](=O)[C:28]2[CH:33]=[CH:32][CH:31]=[CH:30]C=2)=[CH:24][CH:23]=1.O.C([O:42][CH2:43][CH3:44])(=O)C>CN(C=O)C>[CH3:2][N:1]1[C:43](=[O:42])[C:44]2[N:10]([CH2:11][C:32]3[CH:33]=[CH:28][C:27]([C:26](=[O:15])[C:25]4[CH:24]=[CH:23][C:22]([O:21][CH3:20])=[CH:37][CH:36]=4)=[CH:30][CH:31]=3)[CH:9]=[N:8][C:7]=2[N:5]([CH3:6])[C:3]1=[O:4] |f:1.2.3|. Reported procedure: In DMF (20 ml) was dissolved theophylline (1.84 g). To this solution were added potassium carbonate (1.42 g) and p-methoxybenzoylbenzyl bromide (3.78 g) and the mixture was stirred at room temperature for 14 hours. After addition of water and dilution with ethyl acetate (1200 ml), the organic layer was washed with water (500 ml) twice and saturated aqueous NaCl solution (500 ml) once and dried over anhydrous magnesium sulfate. After removal of the desiccant by filtration, the solvent was distill... The reactants are Cl (hydrochloric acid), COC=1C(NC=CC1)=O (3-methoxypyridone), ClC=1C=C(C=CC1F)[N+](=O)[O-] (3-chloro-4-fluoronitrobenzene), CC(C)([O-])C.[K+] (potassium tert-butoxide). Reported procedure: 15 g (120 mmol) of 3-methoxypyridone are dissolved in 120 ml of anhydrous dimethyl sulfoxide and admixed with 16.1 g (144 mmol) of potassium tert-butoxide with stirring. After 30 min, 21.0 g (120 mmol) of 3-chloro-4-fluoronitrobenzene are added and the mixture is heated to 80° C. After 16 h, the mixture is allowed to cool, admixed with 1N hydrochloric acid and extracted repeatedly with dichloromethane. The combined dichloromethane phases are washed with water and saturated sodium chloride soluti... Reaction conditions: temperature 80 celsius, time 30 minute. Solvent: CS(=O)C (dimethyl sulfoxide). Yields the product ClC1=C(C=CC(=C1)[N+](=O)[O-])N1C(C(=CC=C1)OC)=O (1-(2-Chloro-4-nitrophenyl)-3-methoxypyridin-2(1H)-one). As a reaction SMILES: [CH3:1][O:2][C:3]1[C:4](=[O:9])[NH:5][CH:6]=[CH:7][CH:8]=1.CC(C)([O-])C.[K+].[Cl:16][C:17]1[CH:18]=[C:19]([N+:24]([O-:26])=[O:25])[CH:20]=[CH:21][C:22]=1F.Cl>CS(C)=O>[Cl:16][C:17]1[CH:18]=[C:19]([N+:24]([O-:26])=[O:25])[CH:20]=[CH:21][C:22]=1[N:5]1[CH:6]=[CH:7][CH:8]=[C:3]([O:2][CH3:1])[C:4]1=[O:9] |f:1.2|. The reactants are CNCC1NC2=C(N3C4=C1C=CC=C4CC3)C=CC=C2 (N-methyl-1,2,6,7-tetrahydrobenzo[b]pyrrolo[3,2,1-jk][1,4]benzodiazepine-6-methanamine), C(C(=O)OCC)(=O)OCC (diethyl oxalate), ClCCl (dichloromethane). Run at temperature 140 celsius, time 15 minute. Product: CC=1C(C(C=C2C1N1C=3C(=C4N2C=CN=C4)CCCC3C=C1)=O)=O (1,2-Dihydro-7-methylbenzo[b]pyrazino[1,2-d]pyrrolo[3,2,1-jk][1,4]benzodiazepin-8,9(6H)-dione). Yield: 46.7%. Reaction SMILES: [CH3:1][NH:2][CH2:3][CH:4]1[C:10]2[CH:11]=[CH:12][CH:13]=[C:14]3[CH2:15][CH2:16][N:8]([C:9]=23)[C:7]2[CH:17]=[CH:18]C=[CH:20][C:6]=2[NH:5]1.[C:21]([O:28]CC)(=O)[C:22]([O:24]CC)=O.Cl[CH2:32]Cl>>[CH3:18][C:17]1[C:22](=[O:24])[C:21](=[O:28])[CH:20]=[C:6]2[N:5]3[CH:32]=[CH:1][N:2]=[CH:3][C:4]3=[C:10]3[CH2:11][CH2:12][CH2:13][C:14]4[CH:15]=[CH:16][N:8]([C:9]=43)[C:7]=12. Procedure: N-methyl-1,2,6,7-tetrahydrobenzo[b]pyrrolo[3,2,1-jk][1,4]benzodiazepine-6-methanamine (2.5 g), and diethyl oxalate (1.6 g), were combined and heated to 140° C. over a period of 45 min, then to 180° C. over 15 min. The reaction mixture was maintained at this temperature for 1 hr. The reaction mixture was cooled, dissolved in a small volume of dichloromethane, placed on a column of silica gel and eluted with 2.5% methanol-dichloromethane to yield 1.4 g, (46.7%) of product. Reactants: C(C)OC(=O)[C@H]1N(C[C@H](C1)N)CC1CCC1 ((2S,4S)-4-amino-1-cyclobutylmethyl-pyrrolidine-2-carboxylic acid ethyl ester), OC1=C(C=CC2=CC=CC=C12)C(=O)O (1-hydroxy-naphthalene-2-carboxylic acid). Product: C(C)OC(=O)[C@H]1N(C[C@H](C1)NC(=O)C1=C(C2=CC=CC=C2C=C1)O)CC1CCC1 ((2S,4S)-1-Cyclobutylmethyl-4-[(1-hydroxy-naphthalene-2-carbonyl)-amino]-pyrrolidine-2-carboxylic acid ethyl ester). Reaction SMILES: [CH2:1]([O:3][C:4]([C@@H:6]1[CH2:10][C@H:9]([NH2:11])[CH2:8][N:7]1[CH2:12][CH:13]1[CH2:16][CH2:15][CH2:14]1)=[O:5])[CH3:2].[OH:17][C:18]1[C:27]2[C:22](=[CH:23][CH:24]=[CH:25][CH:26]=2)[CH:21]=[CH:20][C:19]=1[C:28](O)=[O:29]>>[CH2:1]([O:3][C:4]([C@@H:6]1[CH2:10][C@H:9]([NH:11][C:28]([C:19]2[CH:20]=[CH:21][C:22]3[C:27](=[CH:26][CH:25]=[CH:24][CH:23]=3)[C:18]=2[OH:17])=[O:29])[CH2:8][N:7]1[CH2:12][CH:13]1[CH2:16][CH2:15][CH2:14]1)=[O:5])[CH3:2]. Procedure: (2S,4S)-1-Cyclobutylmethyl-4-[(1-hydroxy-naphthalene-2-carbonyl)-amino]-pyrrolidine-2-carboxylic acid ethyl ester was prepared from (2S,4S)-4-amino-1-cyclobutylmethyl-pyrrolidine-2-carboxylic acid ethyl ester and 1-hydroxy-naphthalene-2-carboxylic acid in an analogous manner to example 1. MS calcd. for C23H29N2O4[(M+H)+] 397.0, obsd. 397.2. Starting materials: NNC(=S)NN (Thiocarbohydrazide), C(CC)(=O)O (propionic acid). Reaction conditions: time 8 hour. Product: NN1C(=NN=C1CC)S (4-Amino-5-ethyl-4H-1,2,4-triazole-3-thiol). Run in CCOCC (ether). As a reaction SMILES: [NH2:1][NH:2][C:3]([NH:5][NH2:6])=[S:4].[C:7](O)(=O)[CH2:8][CH3:9]>CCOCC>[NH2:1][N:2]1[C:7]([CH2:8][CH3:9])=[N:6][N:5]=[C:3]1[SH:4]. Procedure details: Thiocarbohydrazide, 212.2 grams, is added to 500 ml. of propionic acid and heated to its reflux temperature for approximately 90 minutes. The reaction mixture is cooled to room temperature and diluted with anhydrous ether. After standing overnight in the refrigerator, the desired 4-amino-5-ethyl-4H-1,2,4-triazole-3 -thiol is filtered, washed with anhydrous ether and air dried to yield a product having a m.p. of 143°-6° C. Starting materials: FC(C1(C(F)(F)O1)F)(F)F (hexafluoropropene oxide), acid, C(O)([O-])=O.[K+] (potassium hydrogencarbonate). Solvent: O (water). Product: COC(C(=O)O)(C(F)(F)F)F (2-Methoxytetrafluoropropionic acid), salt K. As a reaction SMILES: [F:1][C:2]([F:10])([F:9])[C:3]1([F:8])[O:7][C:4]1(F)F.[C:11](=O)([O-:13])[OH:12].[K+]>O>[CH3:4][O:7][C:3]([F:8])([C:2]([F:10])([F:9])[F:1])[C:11]([OH:13])=[O:12] |f:1.2|. Reported procedure: 2-Methoxytetrafluoropropionic acid is prepared by the method described in J. Org. Chem 31 2312, (1966) from hexafluoropropene oxide. 5.25 g of this acid are treated with 3.5 g of potassium hydrogencarbonate in 10 ml of water. After reaction, the water is evaporated off at reduced pressure and the solid residue is extracted with 20 ml of methyl formate. After evaporation of the organic solution, the salt K[CH3OCF(CF3)CO2 ] is obtained. 4.26 g of this salt are dissolved in 15 ml of acetonitrile an... The reactants are OCC1CCC2N(CCNC2)C1 (racemic (7S*,9aS*)-7-(hydroxymethyl)perhydro-1H-pyrido[1,2-a]pyrazine), ClC1=NOC2=C1C=CC=C2 (3-chloro-1,2-benzisoxazole), N12CCCCCC2=NCCC1 (1,8-diazabicyclo[5.4.0]-undec-7-ene). Solvent: N1=C(C=CC=C1C)C (2,6-lutidine). Reaction conditions: temperature 145 celsius. Product: O1N=C(C2=C1C=CC=C2)N2CC1N(CC2)CC(CC1)CO (Racemic (7S*,9aS*)-2-(Benzo[d]isoxazol-3-yl)perhydro-7-(hydroxymethyl)-1H-pyrido[1,2-a]pyrazine). The yield is 41.6%. RXN SMILES: [OH:1][CH2:2][CH:3]1[CH2:12][N:7]2[CH2:8][CH2:9][NH:10][CH2:11][CH:6]2[CH2:5][CH2:4]1.Cl[C:14]1[C:18]2[CH:19]=[CH:20][CH:21]=[CH:22][C:17]=2[O:16][N:15]=1.N12CCCN=C1CCCCC2>N1C(C)=CC=CC=1C>[O:16]1[C:17]2[CH:22]=[CH:21][CH:20]=[CH:19][C:18]=2[C:14]([N:10]2[CH2:9][CH2:8][N:7]3[CH2:12][CH:3]([CH2:2][OH:1])[CH2:4][CH2:5][CH:6]3[CH2:11]2)=[N:15]1. Procedure details: A mixture consisting of racemic (7S*,9aS*)-7-(hydroxymethyl)perhydro-1H-pyrido[1,2-a]pyrazine (see Example 27; 500 mg, 2.93 mmol), 3-chloro-1,2-benzisoxazole (890 mg, 5.86 mmol) and 1,8-diazabicyclo[5.4.0]-undec-7-ene (DBU, 446 mg, 0.438 ml, 2.93 mmol) in 2,6-lutidine (0.5 ml) was stirred and heated at 145° C. for 18 hours. The solvent was removed in vacuo, and the tarry residue was thoroughly extracted with methylene chloride (150 ml). Insolubles were filtered and the solvent was removed in vac...